From a dataset of the Open Reaction Database (ORD), a public repository of structured organic reaction records. describe an organic reaction: reactants, conditions, products, and yield Reactants: C=CCOC(=O)OCCCC(=O)Cl, CN(C)C=O, CCOC(C)=O, [Cl-], CC(SC1COC(C=CC=Cc2ccc(C#N)cc2F)OC1)C(O)(Cn1cncn1)c1ccc(F)cc1F, [H-], [NH4+], [Na+]. Product: C=CCOC(=O)OCCCC(=O)OC(Cn1cncn1)(c1ccc(F)cc1F)C(C)SC1COC(C=CC=Cc2ccc(C#N)cc2F)OC1. Reaction SMILES: [CH2:41]([CH:42]=[CH2:43])[O:44][C:45](=[O:46])[O:47][CH2:48][CH2:49][CH2:50][C:51](=[O:52])[Cl:53].[CH3:56][N:57]([CH3:58])[CH:59]=[O:60].[CH3:61][CH2:62][O:63][C:64](=[O:65])[CH3:66].[Cl-:54].[F:1][c:2]1[c:3]([C:9]([CH:10]([CH3:11])[S:12][CH:13]2[CH2:14][O:15][CH:16]([CH:19]=[CH:20][CH:21]=[CH:22][c:23]3[c:24]([F:31])[cH:25][c:26]([C:27]#[N:28])[cH:29][cH:30]3)[O:17][CH2:18]2)([CH2:32][n:33]2[n:34][cH:35][n:36][cH:37]2)[OH:38])[cH:4][cH:5][c:6]([F:8])[cH:7]1.[H-:39].[NH4+:55].[Na+:40]>>[F:1][c:2]1[c:3]([C:9]([CH:10]([CH3:11])[S:12][CH:13]2[CH2:14][O:15][CH:16]([CH:19]=[CH:20][CH:21]=[CH:22][c:23]3[c:24]([F:31])[cH:25][c:26]([C:27]#[N:28])[cH:29][cH:30]3)[O:17][CH2:18]2)([CH2:32][n:33]2[n:34][cH:35][n:36][cH:37]2)[O:38][C:51]([CH2:50][CH2:49][CH2:48][O:47][C:45]([O:44][CH2:41][CH:42]=[CH2:43])=[O:46])=[O:52])[cH:4][cH:5][c:6]([F:8])[cH:7]1.